From a dataset of the Open Reaction Database (ORD), a public repository of structured organic reaction records. describe an organic reaction: reactants, conditions, products, and yield Starting materials: C(Cl)Cl (methylene chloride), C(C)C(C(=O)O)CCCC (2-ethylhexanoic acid), CC(C)([O-])C.[K+] (potassium tertbutoxide). The solvent is C1CCOC1 (THF), C1CCOC1 (THF). Run at temperature 0 celsius. The product is C(C)C(C(=O)[O-])CCCC.[K+] (potassium 2-ethylhexanoate salt). RXN SMILES: C(Cl)Cl.[CH2:4]([CH:6]([CH2:10][CH2:11][CH2:12][CH3:13])[C:7]([OH:9])=[O:8])[CH3:5].CC(C)([O-])C.[K+:19]>C1COCC1>[CH2:4]([CH:6]([CH2:10][CH2:11][CH2:12][CH3:13])[C:7]([O-:9])=[O:8])[CH3:5].[K+:19] |f:2.3,5.6|. Procedure details: To a dry flask under N2 atmosphere there was added 37.5 ml. of methylene chloride, 2.5 ml. of THF and 0.88 ml. of 2-ethylhexanoic acid. The solution was cooled to 0° C. and 3.25 ml. of potassium tertbutoxide in THF solution (1.6M of t-BuOK) was added to form in situ the potassium 2-ethylhexanoate salt base. To this mixture there was added 3.10 g. of the 3-hydroxymethyl-cephalosporin reactant, named in Example 1, part D, and 0.122 g. of DMAP and 0.84 ml. of triethylamine, followed by 3 ml. of CH2... Yields the product CNC(=O)n1ncnc1N. RXN SMILES: [CH3:11][N:12]([CH3:13])[CH:14]=[O:15].[CH3:7][N:8]=[C:9]=[O:10].[NH2:1][c:2]1[n:3][nH:4][cH:5][n:6]1>>[NH2:1][c:2]1[n:3]([C:9]([NH:8][CH3:7])=[O:10])[n:4][cH:5][n:6]1. The reactants are CN(C)C=O, CN=C=O, Nc1nc[nH]n1.